This data is from the Open Reaction Database (ORD), a public repository of structured organic reaction records. The task is: describe an organic reaction: reactants, conditions, products, and yield The reactants are CN=C=S (methyl isothiocyanate), C1(=CC=CC=C1)C1C(CCCC1)=O ((±)-2-phenylcyclohexanone), [K] (potassium), [O-]CCCC (butoxide). Run in O1CCCC1 (tetrahydrofuran), O (Water), O1CCCC1 (tetrahydrofuran), C(Cl)(Cl)Cl (chloroform). Reaction conditions: temperature 0 celsius, time 15 minute. Yields the product CNC(=S)C1(C(CCCC1)=O)C1=CC=CC=C1 ((±)-N-methyl-2-oxo-1-phenylcyclohexanecarbothioamide). Yield: 35.5%. As a reaction SMILES: [C:1]1([CH:7]2[CH2:12][CH2:11][CH2:10][CH2:9][C:8]2=[O:13])[CH:6]=[CH:5][CH:4]=[CH:3][CH:2]=1.[K].[O-]CCCC.[CH3:20][N:21]=[C:22]=[S:23]>O1CCCC1.C(Cl)(Cl)Cl.O>[CH3:20][NH:21][C:22]([C:7]1([C:1]2[CH:6]=[CH:5][CH:4]=[CH:3][CH:2]=2)[CH2:12][CH2:11][CH2:10][CH2:9][C:8]1=[O:13])=[S:23] |^1:13|. Procedure details: A solution of (±)-2-phenylcyclohexanone (3.0 g, 17.2 mmol) at -15° C. in tetrahydrofuran (40 ml) was treated with potassium t.-butoxide (1.9 g, 17.2 mmol) during 2 minutes. After 15 minutes at -15° C., a solution of methyl isothiocyanate (1.38 g, 19 mmol) in tetrahydrofuran (20 ml) was added dropwise during 2 minutes and the resulting solution was stirred for 3 hours at 0° C. Water (200 ml) followed by chloroform (200 ml) were added to the reaction mixture and the aqueous layer was extracted wit... The reactants are FC(COC1=C(C(=O)N(CC2=NC=CC=C2)C)C=C(C=C1)OCC(F)(F)F)(F)F (2,5-Bis(2,2,2-trifluoroethoxy)-N-methyl-N-(2-pyridylmethyl)benzamide). Reagents/catalysts: [Pt] (platinum). Solvent: C(C)(=O)O (acetic acid). Yields the product FC(COC1=C(C(=O)N(CC2NCCCC2)C)C=C(C=C1)OCC(F)(F)F)(F)F (2,5-bis(2,2,2-trifluoroethoxy)-N-methyl-N-(2-piperidylmethyl)benzamide). RXN SMILES: [F:1][C:2]([F:29])([F:28])[CH2:3][O:4][C:5]1[CH:21]=[CH:20][C:19]([O:22][CH2:23][C:24]([F:27])([F:26])[F:25])=[CH:18][C:6]=1[C:7]([N:9]([CH3:17])[CH2:10][C:11]1[CH:16]=[CH:15][CH:14]=[CH:13][N:12]=1)=[O:8]>[Pt].C(O)(=O)C>[F:29][C:2]([F:1])([F:28])[CH2:3][O:4][C:5]1[CH:21]=[CH:20][C:19]([O:22][CH2:23][C:24]([F:27])([F:26])[F:25])=[CH:18][C:6]=1[C:7]([N:9]([CH3:17])[CH2:10][CH:11]1[CH2:16][CH2:15][CH2:14][CH2:13][NH:12]1)=[O:8]. Procedure: 2,5-Bis(2,2,2-trifluoroethoxy)-N-methyl-N-(2-pyridylmethyl)benzamide (0.015 mole, 6.33 g.) in 200 ml. of glacial acetic acid is mixed with 0.2 g. of platinum oxideacetic acid paste and the mixture is shaken on a Parr hydrogenation apparatus at a temperature of about 23° C. for about 3.5 hours. The resulting material is filtered and the filtrate is evaporated, toluene being added to form an azeotrope and facilitate evaporation. The residue of the evaporation is mixed with 5 percent sodium hydroxi... The reactants are CC1=CC=CC(=C1N=C=S)N1CCCCC1 (6-methyl-2-piperidinophenyl isothiocyanate), N (ammonia). The solvent is C(C)O (ethanol). Product: CC1=CC=CC(=C1NC(=S)N)N1CCCCC1 (1-(6-methyl-2-piperidinophenyl) thiourea). Reaction SMILES: [CH3:1][C:2]1[C:7]([N:8]=[C:9]=[S:10])=[C:6]([N:11]2[CH2:16][CH2:15][CH2:14][CH2:13][CH2:12]2)[CH:5]=[CH:4][CH:3]=1.[NH3:17]>C(O)C>[CH3:1][C:2]1[C:7]([NH:8][C:9]([NH2:17])=[S:10])=[C:6]([N:11]2[CH2:16][CH2:15][CH2:14][CH2:13][CH2:12]2)[CH:5]=[CH:4][CH:3]=1. Procedure: Reaction of 6-methyl-2-piperidinophenyl isothiocyanate (6.8 g) with 25% aqueous ammonia solution (65 ml) in ethanol (20 ml) for 8 hours at room temperature gave 1-(6-methyl-2-piperidinophenyl) thiourea as a pale yellow solid (m.p. 197°-198° C.). Starting materials: C1(CCCC1)N1C(N(CC=2C1=NC(=NC2)S(=O)C)C2=C(C(=CC(=C2F)OC)OC)F)=O (1-cyclopentyl-3-(2,6-difluoro-3,5-dimethoxy-phenyl)-7-methylsulfinyl-3,4-dihydro-1H-pyrimido[4,5-d]pyrimidin-2-one), N[C@@H]1CC[C@H](CC1)O (trans-4-aminocyclohexanol). RXN SMILES: [CH:1]1([N:6]2[C:11]3=[N:12][C:13](S(C)=O)=[N:14][CH:15]=[C:10]3[CH2:9][N:8]([C:19]3[C:24]([F:25])=[C:23]([O:26][CH3:27])[CH:22]=[C:21]([O:28][CH3:29])[C:20]=3[F:30])[C:7]2=[O:31])[CH2:5][CH2:4][CH2:3][CH2:2]1.[NH2:32][C@H:33]1[CH2:38][CH2:37][C@H:36]([OH:39])[CH2:35][CH2:34]1>>[CH:1]1([N:6]2[C:11]3=[N:12][C:13]([NH:32][CH:33]4[CH2:38][CH2:37][CH:36]([OH:39])[CH2:35][CH2:34]4)=[N:14][CH:15]=[C:10]3[CH2:9][N:8]([C:19]3[C:24]([F:25])=[C:23]([O:26][CH3:27])[CH:22]=[C:21]([O:28][CH3:29])[C:20]=3[F:30])[C:7]2=[O:31])[CH2:5][CH2:4][CH2:3][CH2:2]1. Reaction conditions: temperature 10 celsius. The yield is 87.9%. The product is C1(CCCC1)N1C(N(CC=2C1=NC(=NC2)NC2CCC(CC2)O)C2=C(C(=CC(=C2F)OC)OC)F)=O (1-Cyclopentyl-3-(2,6-difluoro-3,5-dimethoxy-phenyl)-7-(4-hydroxy-cyclohexylamino)-3,4-dihydro-1H-pyrimido[4,5-d]pyrimidin-2-one). Procedure details: To a solution of 0.511 g (1.13 mmol) of 1-cyclopentyl-3-(2,6-difluoro-3,5-dimethoxy-phenyl)-7-methylsulfinyl-3,4-dihydro-1H-pyrimido[4,5-d]pyrimidin-2-one was added 0.39 g (3.39 mmol) of trans-4-aminocyclohexanol. The resulting mixture was heated at 1 10° C. oil bath temperature for 2 days under N2 atmosphere. The dioxane was evaporated. The crude product was purified by medium-pressure chromatography eluting with 20:1 dichloromethane/methanol to give 0.50 g (88%) of title compound: mp 208° C.–2... Reactants: COCOc1c([N+](=O)[O-])cc(C(C)=O)cc1C(C)(C)C, C, Cc1ccccc1, [Pd]. Yields the product COCOc1c(N)cc(C(C)=O)cc1C(C)(C)C. As a reaction SMILES: [C:1]([CH3:2])([CH3:3])([CH3:4])[c:5]1[cH:6][c:7]([C:18]([CH3:19])=[O:20])[cH:8][c:9]([N+:15]([O-:16])=[O:17])[c:10]1[O:11][CH2:12][O:13][CH3:14].[C:28].[CH3:21][c:22]1[cH:23][cH:24][cH:25][cH:26][cH:27]1.[Pd:29]>>[C:1]([CH3:2])([CH3:3])([CH3:4])[c:5]1[cH:6][c:7]([C:18]([CH3:19])=[O:20])[cH:8][c:9]([NH2:15])[c:10]1[O:11][CH2:12][O:13][CH3:14]. The reactants are CC1CNCCC1=O, CN1CCCC1=O, CS(C)=O, CO, CC(C)(O)c1ccc(C(=O)Nc2cc(Cl)n3nccc3n2)cc1. Yields the product CC1CN(c2cc(NC(=O)c3ccc(C(C)(C)O)cc3)nc3ccnn23)CCC1=O. Reaction SMILES: [CH3:24][CH:25]1[CH2:26][NH:27][CH2:28][CH2:29][C:30]1=[O:31].[CH3:32][N:33]1[CH2:34][CH2:35][CH2:36][C:37]1=[O:38].[CH3:39][S:40]([CH3:41])=[O:42].[CH3:43][OH:44].[Cl:1][c:2]1[cH:3][c:4]([NH:11][C:12]([c:13]2[cH:14][cH:15][c:16]([C:19]([CH3:20])([CH3:21])[OH:22])[cH:17][cH:18]2)=[O:23])[n:5][c:6]2[n:7]1[n:8][cH:9][cH:10]2>>[c:2]1([N:27]2[CH2:26][CH:25]([CH3:24])[C:30](=[O:31])[CH2:29][CH2:28]2)[cH:3][c:4]([NH:11][C:12]([c:13]2[cH:14][cH:15][c:16]([C:19]([CH3:20])([CH3:21])[OH:22])[cH:17][cH:18]2)=[O:23])[n:5][c:6]2[n:7]1[n:8][cH:9][cH:10]2.